This data is from the Open Reaction Database (ORD), a public repository of structured organic reaction records. The task is: describe an organic reaction: reactants, conditions, products, and yield Starting materials: COc1ccc(CNc2nc3ccc(C)cc3nc2OC)c(OC)c1, ClCCl, O=C(O)C(F)(F)F. Yields the product COc1nc2cc(C)ccc2nc1N. Reaction SMILES: [CH3:1][O:2][c:3]1[cH:4][c:5]([O:20][CH3:21])[cH:22][cH:23][c:24]1[CH2:25][NH:6][c:7]1[n:8][c:9]2[cH:10][cH:11][c:12]([CH3:19])[cH:13][c:14]2[n:15][c:16]1[O:17][CH3:18].[Cl:33][CH2:34][Cl:35].[OH:26][C:27]([C:28]([F:29])([F:30])[F:31])=[O:32]>>[NH2:6][c:7]1[n:8][c:9]2[cH:10][cH:11][c:12]([CH3:19])[cH:13][c:14]2[n:15][c:16]1[O:17][CH3:18]. Starting materials: C1CCOC1, CC(C)(O)C#Cc1ccc(-c2ccc(Cl)cc2)cn1, Oc1ccc(CN2CCCC2)cc1, CC(C)OC(=O)N=NC(=O)OC(C)C, c1ccc(P(c2ccccc2)c2ccccc2)cc1. Product: CC(C)(C#Cc1ccc(-c2ccc(Cl)cc2)cn1)Oc1ccc(CN2CCCC2)cc1. RXN SMILES: [CH2:66]1[O:67][CH2:68][CH2:69][CH2:70]1.[Cl:20][c:21]1[cH:22][cH:23][c:24](-[c:27]2[cH:28][cH:29][c:30]([C:33]#[C:34][C:35]([CH3:36])([OH:37])[CH3:38])[n:31][cH:32]2)[cH:25][cH:26]1.[N:39]1([CH2:44][c:45]2[cH:46][cH:47][c:48]([OH:51])[cH:49][cH:50]2)[CH2:40][CH2:41][CH2:42][CH2:43]1.[N:52]([C:53]([O:54][CH:55]([CH3:56])[CH3:57])=[O:58])=[N:59][C:60]([O:61][CH:62]([CH3:63])[CH3:64])=[O:65].[c:1]1([P:2]([c:3]2[cH:4][cH:5][cH:6][cH:7][cH:8]2)[c:9]2[cH:10][cH:11][cH:12][cH:13][cH:14]2)[cH:15][cH:16][cH:17][cH:18][cH:19]1>>[Cl:20][c:21]1[cH:22][cH:23][c:24](-[c:27]2[cH:28][cH:29][c:30]([C:33]#[C:34][C:35]([CH3:36])([O:37][c:48]3[cH:47][cH:46][c:45]([CH2:44][N:39]4[CH2:40][CH2:41][CH2:42][CH2:43]4)[cH:50][cH:49]3)[CH3:38])[n:31][cH:32]2)[cH:25][cH:26]1. The solvent is O (water). Isolated yield 97.8%. Procedure: A mixture of 27.5 g of 3-(hexadecyloxy)-1,2-butanediol, 34.79 g of trityl chloride and 125 ml of pyridine was allowed to stand 48 hours and then poured into water. A mixture of ether-petroleum ether was added, followed by dilute hydrochloric acid. The organic layer was separated, washed with dilute hydrochloric acid, then brine, dried and the solvent removed. The residue was mixed with petroleum ether and allowed to stand several days. After filtration, the filtrate was evaporated, giving 46.6 g... Conditions: time 48 hour. As a reaction SMILES: [CH2:1]([O:17][CH:18]([CH3:23])[CH:19]([OH:22])[CH2:20][OH:21])[CH2:2][CH2:3][CH2:4][CH2:5][CH2:6][CH2:7][CH2:8][CH2:9][CH2:10][CH2:11][CH2:12][CH2:13][CH2:14][CH2:15][CH3:16].[C:24](Cl)([C:37]1[CH:42]=[CH:41][CH:40]=[CH:39][CH:38]=1)([C:31]1[CH:36]=[CH:35][CH:34]=[CH:33][CH:32]=1)[C:25]1[CH:30]=[CH:29][CH:28]=[CH:27][CH:26]=1.N1C=CC=CC=1.Cl>O>[CH2:1]([O:17][CH:18]([CH3:23])[CH:19]([OH:22])[CH2:20][O:21][C:24]([C:25]1[CH:30]=[CH:29][CH:28]=[CH:27][CH:26]=1)([C:37]1[CH:38]=[CH:39][CH:40]=[CH:41][CH:42]=1)[C:31]1[CH:32]=[CH:33][CH:34]=[CH:35][CH:36]=1)[CH2:2][CH2:3][CH2:4][CH2:5][CH2:6][CH2:7][CH2:8][CH2:9][CH2:10][CH2:11][CH2:12][CH2:13][CH2:14][CH2:15][CH3:16]. Product: C(CCCCCCCCCCCCCCC)OC(C(COC(C1=CC=CC=C1)(C1=CC=CC=C1)C1=CC=CC=C1)O)C (3-(Hexadecyloxy)-1-(triphenylmethoxy)-2-butanol). Starting materials: C(CCCCCCCCCCCCCCC)OC(C(CO)O)C (3-(hexadecyloxy)-1,2-butanediol), C(C1=CC=CC=C1)(C1=CC=CC=C1)(C1=CC=CC=C1)Cl (trityl chloride), N1=CC=CC=C1 (pyridine), ether-petroleum ether, Cl (hydrochloric acid). Starting materials: [Li]CCCC, CCCCCC, CN(C)C=O, [Cl-], [NH4+], C1CCOC1, Brc1ccc(CCOC2CCCCO2)cc1. Yields the product O=Cc1ccc(CCOC2CCCCO2)cc1. Reaction SMILES: [CH2:22]([Li:23])[CH2:24][CH2:25][CH3:26].[CH3:29][CH2:30][CH2:31][CH2:32][CH2:33][CH3:34].[CH3:35][N:36]([CH3:37])[CH:38]=[O:39].[Cl-:27].[NH4+:28].[O:17]1[CH2:18][CH2:21][CH2:20][CH2:19]1.[O:1]1[CH:2]([O:7][CH2:8][CH2:9][c:10]2[cH:11][cH:12][c:13]([Br:16])[cH:14][cH:15]2)[CH2:3][CH2:4][CH2:5][CH2:6]1>>[O:1]1[CH:2]([O:7][CH2:8][CH2:9][c:10]2[cH:11][cH:12][c:13]([CH:18]=[O:17])[cH:14][cH:15]2)[CH2:3][CH2:4][CH2:5][CH2:6]1. Run in C1(=CC=CC=C1)C (toluene). Product: ClC=1C=C(C=CC1)[C@H](CO)OC1OCCCC1 ((R)-2-(3-Chlorophenyl)-2-(3,4,5,6-tetrahydro-[2H]-pyran-2-yloxy)ethanol). Run at time 1 hour. As a reaction SMILES: COC(=O)[C@@H](C1C=CC=[CH:8][C:7]1([C:19]1[CH:24]=[CH:23][CH:22]=[C:21]([Cl:25])[CH:20]=1)[O:12][CH:13]1[CH2:18][CH2:17][CH2:16][CH2:15][O:14]1)O.C(C(C(C([O-])=O)O)O)([O-])=[O:28].[Na+].[K+]>C1(C)C=CC=CC=1>[Cl:25][C:21]1[CH:20]=[C:19]([C@@H:7]([O:12][CH:13]2[CH2:18][CH2:17][CH2:16][CH2:15][O:14]2)[CH2:8][OH:28])[CH:24]=[CH:23][CH:22]=1 |f:1.2.3|. Procedure: Into toluene (15 ml) were added (R)-2-(3-chlorophenyl)-2-(3,4,5,6-tetrahydro-[2H]-pyran-2-yloxy)-mandelic acid methyl ester (7.0 g) obtained in 2) above and then, under ice cooling and dropwise, a 70% sodium dihydrobis(2-methoxyethoxy)aluminate toluene solution (7.67 g). The resulting mixture was stirred at the same temperature for 1 hour. Then the reaction mixture was added into a 30% aqueous (+)−potassium sodium tartrate solution (27.6 g), the resulting mixture was stirred for 1 hour and then ... Reactants: COC([C@H](O)C1C(C=CC=C1)(OC1OCCCC1)C1=CC(=CC=C1)Cl)=O ((R)-2-(3-chlorophenyl)-2-(3,4,5,6-tetrahydro-[2H]-pyran-2-yloxy)-mandelic acid methyl ester), sodium dihydrobis(2-methoxyethoxy)aluminate toluene, C(=O)([O-])C(O)C(O)C(=O)[O-].[Na+].[K+] ((+)−potassium sodium tartrate).